From a dataset of the Open Reaction Database (ORD), a public repository of structured organic reaction records. describe an organic reaction: reactants, conditions, products, and yield The reactants are CCCCCC[Si](C)(C)c1cccc(OCc2ccccc2)c1, CCO, [H][H], O. Yields the product CCCCCC[Si](C)(C)c1cccc(O)c1. As a reaction SMILES: [CH2:1]([c:2]1[cH:3][cH:4][cH:5][cH:6][cH:7]1)[O:8][c:9]1[cH:10][c:11]([Si:15]([CH2:16][CH2:17][CH2:18][CH2:19][CH2:20][CH3:21])([CH3:22])[CH3:23])[cH:12][cH:13][cH:14]1.[CH3:27][CH2:28][OH:29].[H:25][H:26].[OH2:24]>>[OH:8][c:9]1[cH:10][c:11]([Si:15]([CH2:16][CH2:17][CH2:18][CH2:19][CH2:20][CH3:21])([CH3:22])[CH3:23])[cH:12][cH:13][cH:14]1. The reactants are CS(=O)(=O)OCCC=1C(OC2=C(C1C)C(=CC(=C2)OC)OC)=O (3-[2-(methanesulphonyloxy)ethyl]-5,7-dimethoxy-4-methyl-2H-1-benzopyran-2-one), C1(=CC=CC=C1)N1CCNCC1 (1-phenylpiperazine). The solvent is C(C)(C)O.CC(C)(C)OC (isopropanol TBME). Yields the product COC1=CC(=CC2=C1C(=C(C(O2)=O)CCN2CCN(CC2)C2=CC=CC=C2)C)OC (5,7-dimethoxy-4-methyl-3-[2-(4-phenyl-1-piperazinyl)ethyl]-2H-1-benzopyran-2-one). The yield is 50.0%. RXN SMILES: CS(O[CH2:6][CH2:7][C:8]1[C:9](=[O:23])[O:10][C:11]2[CH:18]=[C:17]([O:19][CH3:20])[CH:16]=[C:15]([O:21][CH3:22])[C:12]=2[C:13]=1[CH3:14])(=O)=O.[C:24]1([N:30]2[CH2:35][CH2:34][NH:33][CH2:32][CH2:31]2)[CH:29]=[CH:28][CH:27]=[CH:26][CH:25]=1>C(O)(C)C.CC(OC)(C)C>[CH3:22][O:21][C:15]1[C:12]2[C:13]([CH3:14])=[C:8]([CH2:7][CH2:6][N:33]3[CH2:34][CH2:35][N:30]([C:24]4[CH:29]=[CH:28][CH:27]=[CH:26][CH:25]=4)[CH2:31][CH2:32]3)[C:9](=[O:23])[O:10][C:11]=2[CH:18]=[C:17]([O:19][CH3:20])[CH:16]=1 |f:2.3|. Procedure: Process B; starting materials: 3-[2-(methanesulphonyloxy)ethyl]-5,7-dimethoxy-4-methyl-2H-1-benzopyran-2-one (Example 35) and 1-phenylpiperazine; yield 50%; m.p. 112°-114° C. (from isopropanol/TBME). The reactants are BrCCCC(=O)OCC (ethyl 4-bromobutanoate), Cl.ClC=1C=C(C=CC1OC(C)C)C1=NC(=NO1)C1=CC=CC=2CNCCOC21 (9-(5-{3-chloro-4-[(1-methylethyl)oxy]phenyl}-1,2,4-oxadiazol-3-yl)-2,3,4,5-tetrahydro-1,4-benzoxazepine hydrochloride), C([O-])([O-])=O.[K+].[K+] (potassium carbonate), [I-].[K+] (potassium iodide). Run in CN(C=O)C (N,N-dimethylformamide), O (water). Run at temperature 80 celsius, time 180 minute. Yields the product ClC=1C=C(C=CC1OC(C)C)C1=NC(=NO1)C1=CC=CC=2CN(CCOC21)CCCC(=O)OCC (Ethyl 4-[9-(5-{3-chloro-4-[(1-methylethyl)oxy]phenyl}-1,2,4-oxadiazol-3-yl)-2,3-dihydro-1,4-benzoxazepin-4(5H)-yl]butanoate). As a reaction SMILES: Cl.[Cl:2][C:3]1[CH:4]=[C:5]([C:13]2[O:17][N:16]=[C:15]([C:18]3[C:28]4[O:27][CH2:26][CH2:25][NH:24][CH2:23][C:22]=4[CH:21]=[CH:20][CH:19]=3)[N:14]=2)[CH:6]=[CH:7][C:8]=1[O:9][CH:10]([CH3:12])[CH3:11].C(=O)([O-])[O-].[K+].[K+].[I-].[K+].Br[CH2:38][CH2:39][CH2:40][C:41]([O:43][CH2:44][CH3:45])=[O:42]>CN(C)C=O.O>[Cl:2][C:3]1[CH:4]=[C:5]([C:13]2[O:17][N:16]=[C:15]([C:18]3[C:28]4[O:27][CH2:26][CH2:25][N:24]([CH2:38][CH2:39][CH2:40][C:41]([O:43][CH2:44][CH3:45])=[O:42])[CH2:23][C:22]=4[CH:21]=[CH:20][CH:19]=3)[N:14]=2)[CH:6]=[CH:7][C:8]=1[O:9][CH:10]([CH3:12])[CH3:11] |f:0.1,2.3.4,5.6|. Reported procedure: A mixture of 9-(5-{3-chloro-4-[(1-methylethyl)oxy]phenyl}-1,2,4-oxadiazol-3-yl)-2,3,4,5-tetrahydro-1,4-benzoxazepine hydrochloride (Example 31) (20 g, 47.4 mmol), potassium carbonate (16.4 g, 118 mmol) and potassium iodide (7.86 g, 47.4 mmol) in N,N-dimethylformamide (DMF) (250 ml) was treated with ethyl 4-bromobutanoate (7.46 ml, 52.1 mmol) and the resulting mixture stirred at 80° C. under nitrogen for 180 minutes. The mixture was allowed to cool and poured into water (1000 ml). The resulting p... Reactants: C(C)O, c1(ccccc1)S(O)(=O)=O, c12c(cccc1)cncc2. The reagents and catalysts are c1ccc(cc1)-c2c3ccccc3cc4ccccc24 (9-Phenylanthracene), (Ir[dF(5CF3)ppy]2(dtbpy))PF6. The solvent is CC#N (MeCN). Reaction conditions: temperature 25 celsius, time 18 hour. Product: CCc1nccc2ccccc12. As a reaction SMILES: [cH:1]1[cH:10][c:9]([c:4]2[cH:3][cH:2]1)[cH:8][cH:7][n:6][cH:5]2.[CH3:11][CH2:12]O.OS(c1ccccc1)(=O)=O>>[CH3:11][CH2:12][c:5]1[c:4]([c:9]2[cH:8][cH:7][n:6]1)[cH:3][cH:2][cH:1][cH:10]2. Starting materials: CC1CCN(Cc2ccccc2)CC1=O, C1CCOC1, CN, CC(=O)O. Yields the product CNC1CN(Cc2ccccc2)CCC1C. As a reaction SMILES: [CH2:1]([c:2]1[cH:3][cH:4][cH:5][cH:6][cH:7]1)[N:8]1[CH2:9][C:10](=[O:15])[CH:11]([CH3:14])[CH2:12][CH2:13]1.[CH2:22]1[O:23][CH2:24][CH2:25][CH2:26]1.[CH3:16][NH2:17].[CH3:18][C:19](=[O:20])[OH:21]>>[CH2:1]([c:2]1[cH:3][cH:4][cH:5][cH:6][cH:7]1)[N:8]1[CH2:9][CH:10]([NH:17][CH3:16])[CH:11]([CH3:14])[CH2:12][CH2:13]1. Starting materials: O=C([O-])[O-], Cc1ccc(CCl)cc1, Cc1ccccc1, [K+], [K+], CN(C)C=O, O=c1[nH]c(=O)n2c(c1-c1ccccc1)SC=CC2, Cc1ccc(S(=O)(=O)O)cc1. Yields the product Cc1ccc(Cn2c(=O)c(-c3ccccc3)c3n(c2=O)CC=CS3)cc1. Reaction SMILES: [C:28](=[O:29])([O-:30])[O-:31].[CH3:19][c:20]1[cH:21][cH:22][c:23]([CH2:24][Cl:25])[cH:26][cH:27]1.[CH3:50][c:51]1[cH:52][cH:53][cH:54][cH:55][cH:56]1.[K+:32].[K+:33].[O:45]=[CH:46][N:47]([CH3:48])[CH3:49].[c:1]1(-[c:7]2[c:8](=[O:18])[nH:9][c:10](=[O:17])[n:11]3[c:12]2[S:13][CH:14]=[CH:15][CH2:16]3)[cH:2][cH:3][cH:4][cH:5][cH:6]1.[c:34]1([CH3:35])[cH:36][cH:37][c:38]([S:39]([OH:40])(=[O:41])=[O:42])[cH:43][cH:44]1>>[c:1]1(-[c:7]2[c:8](=[O:18])[n:9]([CH2:24][c:23]3[cH:22][cH:21][c:20]([CH3:19])[cH:27][cH:26]3)[c:10](=[O:17])[n:11]3[c:12]2[S:13][CH:14]=[CH:15][CH2:16]3)[cH:2][cH:3][cH:4][cH:5][cH:6]1.